This data is from the Open Reaction Database (ORD), a public repository of structured organic reaction records. The task is: describe an organic reaction: reactants, conditions, products, and yield Reactants: N1(CCNCC1)C1=C(C(=C2C(C(=CN(C2=C1F)C1CC1)C(=O)O)=O)C)F (7-(1-piperazinyl)-1-cyclopropyl-6, 8-difluoro-5-methyl-1,4-dihydro-4-oxoquinoline-3-carboxylic acid), C(C)(=O)OC(C)=O (acetic anhydride), Cl (hydrochloric acid). Run in [OH-].[Na+] (sodium hydroxide). Yields the product C(C)(=O)N1CCN(CC1)C1=C(C(=C2C(C(=CN(C2=C1F)C1CC1)C(=O)O)=O)C)F (7-(4-acetyl-1-piperazinyl)-1-cyclopropyl-6, 8-difluoro-5-methyl-1,4-dihydro-4-oxoquinoline-3-carboxylic acid). Reaction SMILES: [N:1]1([C:7]2[C:16]([F:17])=[C:15]3[C:10]([C:11](=[O:24])[C:12]([C:21]([OH:23])=[O:22])=[CH:13][N:14]3[CH:18]3[CH2:20][CH2:19]3)=[C:9]([CH3:25])[C:8]=2[F:26])[CH2:6][CH2:5][NH:4][CH2:3][CH2:2]1.[C:27](OC(=O)C)(=[O:29])[CH3:28].Cl>[OH-].[Na+]>[C:27]([N:4]1[CH2:5][CH2:6][N:1]([C:7]2[C:16]([F:17])=[C:15]3[C:10]([C:11](=[O:24])[C:12]([C:21]([OH:23])=[O:22])=[CH:13][N:14]3[CH:18]3[CH2:19][CH2:20]3)=[C:9]([CH3:25])[C:8]=2[F:26])[CH2:2][CH2:3]1)(=[O:29])[CH3:28] |f:3.4|. Reported procedure: To a solution of 7-(1-piperazinyl)-1-cyclopropyl-6, 8-difluoro-5-methyl-1,4-dihydro-4-oxoquinoline-3-carboxylic acid (42 mg) in 5% sodium hydroxide (2 ml) is added acetic anhydride (0.1 ml) at room temperature. After the mixture is made acidic with dilute hydrochloric acid, the resultant is extracted with dichloromethane and the extract is dried over magnesium sulfate. After concentrating, the obtained residue is recrystallized from ethanol to give 7-(4-acetyl-1-piperazinyl)-1-cyclopropyl-6, 8-d... Reaction SMILES: [CH3:1][O:2][C:3]1[CH:4]=[C:5]([N:18]2[CH:22]=[CH:21][CH:20]=[N:19]2)[CH:6]=[CH:7][C:8]=1B1OC(C)(C)C(C)(C)O1.Br[C:24]1[S:25][C:26]([CH2:29][CH:30]2[CH2:35][C:34]([CH3:37])([CH3:36])[NH:33][C:32]([CH3:39])([CH3:38])[CH2:31]2)=[N:27][N:28]=1.C([O-])([O-])=O.[Na+].[Na+]>O1CCOCC1.O.C1C=CC([P]([Pd]([P](C2C=CC=CC=2)(C2C=CC=CC=2)C2C=CC=CC=2)([P](C2C=CC=CC=2)(C2C=CC=CC=2)C2C=CC=CC=2)[P](C2C=CC=CC=2)(C2C=CC=CC=2)C2C=CC=CC=2)(C2C=CC=CC=2)C2C=CC=CC=2)=CC=1>[CH3:1][O:2][C:3]1[CH:4]=[C:5]([N:18]2[CH:22]=[CH:21][CH:20]=[N:19]2)[CH:6]=[CH:7][C:8]=1[C:24]1[S:25][C:26]([CH2:29][CH:30]2[CH2:35][C:34]([CH3:37])([CH3:36])[NH:33][C:32]([CH3:39])([CH3:38])[CH2:31]2)=[N:27][N:28]=1 |f:2.3.4,^1:56,58,77,96|. Reagents/catalysts: C=1C=CC(=CC1)[P](C=2C=CC=CC2)(C=3C=CC=CC3)[Pd]([P](C=4C=CC=CC4)(C=5C=CC=CC5)C=6C=CC=CC6)([P](C=7C=CC=CC7)(C=8C=CC=CC8)C=9C=CC=CC9)[P](C=1C=CC=CC1)(C=1C=CC=CC1)C=1C=CC=CC1 (Pd(PPh3)4). Reaction conditions: temperature 120 celsius. Solvent: O (water), O1CCOCC1 (dioxane). Reactants: C(=O)([O-])[O-].[Na+].[Na+] (Na2CO3), COC=1C=C(C=CC1B1OC(C(O1)(C)C)(C)C)N1N=CC=C1 (1-(3-methoxy-4-(4,4,5,5-tetramethyl-1,3,2-dioxaborolan-2-yl)phenyl)-1H-pyrazole), COC=1C=C(C=CC1B1OC(C(O1)(C)C)(C)C)N1N=CC=C1 (1-(3-methoxy-4-(4,4,5,5-tetramethyl-1,3,2-dioxaborolan-2-yl)phenyl)-1H-pyrazole), BrC=1SC(=NN1)CC1CC(NC(C1)(C)C)(C)C (2-bromo-5-((2,2,6,6-tetramethylpiperidin-4-yl)methyl)-1,3,4-thiadiazole). Reported procedure: To a stirred suspension of 1-(3-methoxy-4-(4,4,5,5-tetramethyl-1,3,2-dioxaborolan-2-yl)phenyl)-1H-pyrazole [Intermediate 4] [39 mg, 0.128 mmol) and 2-bromo-5-((2,2,6,6-tetramethylpiperidin-4-yl)methyl)-1,3,4-thiadiazole (34 mg, 0.107 mmol) in dioxane (1 mL) was added Pd(PPh3)4 (6 mg, 0.005 mmol), followed by a solution of Na2CO3 (34 mg, 0.32 mmol) in water (0.25 mL). The reaction mixture was purged with nitrogen, sealed, and heated at 120° C. for 1 hour under microwave irradiation. The reaction ... The product is COC1=C(C=CC(=C1)N1N=CC=C1)C=1SC(=NN1)CC1CC(NC(C1)(C)C)(C)C (2-(2-Methoxy-4-(1H-pyrazol-1-yl)phenyl)-5-((2,2,6,6-tetramethylpiperidin-4-yl)methyl)-1,3,4-thiadiazole), solid. Isolated yield 65.0%. The reactants are CC1(OC(C2(CC2)C(O1)=O)=O)C (6,6-dimethyl-5,7-dioxaspiro[2.5]octane-4,8-dione), FC=1C=C(N)C=CC1C(F)(F)F (3-fluoro-4-(trifluoromethyl)aniline). Solvent: C(C)O (ethanol). Yields the product FC=1C=C(C=CC1C(F)(F)F)N1C(C(CC1)C(=O)O)=O (1-(3-fluoro-4-(trifluoromethyl)phenyl)-2-oxopyrrolidine-3-carboxylic acid). Isolated yield 34.8%. Reaction SMILES: CC1(C)[O:9][C:8](=[O:10])[C:5]2([CH2:7][CH2:6]2)[C:4](=[O:11])O1.[F:13][C:14]1[CH:15]=[C:16]([CH:18]=[CH:19][C:20]=1[C:21]([F:24])([F:23])[F:22])[NH2:17]>C(O)C>[F:13][C:14]1[CH:15]=[C:16]([N:17]2[CH2:6][CH2:7][CH:5]([C:8]([OH:9])=[O:10])[C:4]2=[O:11])[CH:18]=[CH:19][C:20]=1[C:21]([F:23])([F:24])[F:22]. Procedure details: This compound was prepared according to general method 1 starting from 6,6-dimethyl-5,7-dioxaspiro[2.5]octane-4,8-dione (0.250 g; 1.45 mmol) and 3-fluoro-4-(trifluoromethyl)aniline (0.806 g; 4.36 mmol) in ethanol (3 mL). 1-(3-fluoro-4-(trifluoromethyl)phenyl)-2-oxopyrrolidine-3-carboxylic acid 0.147 g (35%) was obtained as a solid. Reactants: CC(C)([O-])C.[Na+] (sodium tert-butoxide), C(C)(=O)N1[C@H](C[C@H](C2=CC(=CC=C12)C=1C=NN(C1)CCN(C(OC(C)(C)C)=O)C)N)C (1,1-Dimethylethyl (2-{4-[(2S,4R)-1-acetyl-4-amino-2-methyl-1,2,3,4-tetrahydro-6-quinolinyl]-1H-pyrazol-1-yl}ethyl)methylcarbamate), C1(CCCCC1)P(C1=C(C=CC=C1)C=1C(=CC=CC1)N(C)C)C1CCCCC1 (2′-(dicyclohexylphosphino)-N,N-dimethylbiphenyl-2-amine), intermediate 55, BrC1=CC=NC=C1 (4-bromopyridine). The reagents and catalysts are C=1C=CC(=CC1)/C=C/C(=O)/C=C/C2=CC=CC=C2.C=1C=CC(=CC1)/C=C/C(=O)/C=C/C2=CC=CC=C2.C=1C=CC(=CC1)/C=C/C(=O)/C=C/C2=CC=CC=C2.[Pd].[Pd] (tris(dibenzylideneacetone)dipalladium(0)). Solvent: O1CCOCC1 (1,4-dioxane). Conditions: temperature 120 celsius, time 16 hour. Product: C(C)(=O)N1[C@H](C[C@H](C2=CC(=CC=C12)C=1C=NN(C1)CCN(C(OC(C)(C)C)=O)C)NC1=CC=NC=C1)C (1,1-dimethylethyl (2-{4-[(2S,4R)-1-acetyl-2-methyl-4-(4-pyridinylamino)-1,2,3,4-tetrahydro-6-quinolinyl]-1H-pyrazol-1-yl}ethyl)methylcarbamate). Yield: 78.0%. Reaction SMILES: [C:1]([N:4]1[C:13]2[C:8](=[CH:9][C:10]([C:14]3[CH:15]=[N:16][N:17]([CH2:19][CH2:20][N:21]([CH3:29])[C:22](=[O:28])[O:23][C:24]([CH3:27])([CH3:26])[CH3:25])[CH:18]=3)=[CH:11][CH:12]=2)[C@H:7]([NH2:30])[CH2:6][C@@H:5]1[CH3:31])(=[O:3])[CH3:2].Br[C:33]1[CH:38]=[CH:37][N:36]=[CH:35][CH:34]=1.C1(P(C2CCCCC2)C2C=CC=CC=2C2C(N(C)C)=CC=CC=2)CCCCC1.CC(C)([O-])C.[Na+]>O1CCOCC1.C1C=CC(/C=C/C(/C=C/C2C=CC=CC=2)=O)=CC=1.C1C=CC(/C=C/C(/C=C/C2C=CC=CC=2)=O)=CC=1.C1C=CC(/C=C/C(/C=C/C2C=CC=CC=2)=O)=CC=1.[Pd].[Pd]>[C:1]([N:4]1[C:13]2[C:8](=[CH:9][C:10]([C:14]3[CH:15]=[N:16][N:17]([CH2:19][CH2:20][N:21]([CH3:29])[C:22](=[O:28])[O:23][C:24]([CH3:25])([CH3:26])[CH3:27])[CH:18]=3)=[CH:11][CH:12]=2)[C@H:7]([NH:30][C:33]2[CH:38]=[CH:37][N:36]=[CH:35][CH:34]=2)[CH2:6][C@@H:5]1[CH3:31])(=[O:3])[CH3:2] |f:3.4,6.7.8.9.10|. Procedure details: 1,1-Dimethylethyl (2-{4-[(2S,4R)-1-acetyl-4-amino-2-methyl-1,2,3,4-tetrahydro-6-quinolinyl]-1H-pyrazol-1-yl}ethyl)methylcarbamate (for a preparation see intermediate 55) (159 mg, 0.372 mmol), 4-bromopyridine (0.071 mL, 0.744 mmol), 2′-(dicyclohexylphosphino)-N,N-dimethylbiphenyl-2-amine (DavePhos) (58.5 mg, 0.149 mmol), tris(dibenzylideneacetone)dipalladium(0) (68.1 mg, 0.074 mmol) and sodium tert-butoxide (107 mg, 1.116 mmol) were dissolved in 1,4-dioxane (4 mL) and the resulting mixture was st... Starting materials: ClC=1C(=C(C=C(C(=O)O)C1)OC)O (5-chlorovanillic acid), Cl (HCl), CO (MeOH). Product: COC(C1=CC(=C(C(=C1)OC)O)Cl)=O (3-Chloro-4-hydroxy-5-methoxy-benzoic acid methyl ester). Reaction SMILES: [Cl:1][C:2]1[C:3]([OH:13])=[C:4]([O:11][CH3:12])[CH:5]=[C:6]([CH:10]=1)[C:7]([OH:9])=[O:8].Cl.[CH3:15]O>>[CH3:15][O:8][C:7](=[O:9])[C:6]1[CH:5]=[C:4]([O:11][CH3:12])[C:3]([OH:13])=[C:2]([Cl:1])[CH:10]=1. Reported procedure: A mixture of 5-chlorovanillic acid (5.0 g, 24.6 mmol) and conc. HCl (5 ml) in MeOH (100 ml) is heated at reflux for 48 hours. The solvent is removed in vacuo and water is added to the residue to yield a white precipitate, which is collected by filtration, washed with water, and then dissolved in Et2O. The solution is dried (Na2SO4) and the solvent removed in vacuo to yield 3-Chloro-4-hydroxy-5-methoxy-benzoic acid methyl ester as a white solid.